describe an organic reaction: reactants, conditions, products, and yield From a dataset of the Open Reaction Database (ORD), a public repository of structured organic reaction records. Reactants: O=C(n1ccnc1)n1ccnc1, CC(C)(NC(=O)OCc1ccccc1)C(=O)O, CN1CCNCC1, CO, C1CCOC1. Yields the product CN1CCN(C(=O)C(C)(C)NC(=O)OCc2ccccc2)CC1. As a reaction SMILES: [C:18]([n:19]1[cH:20][cH:21][n:22][cH:23]1)([n:24]1[cH:25][cH:26][n:27][cH:28]1)=[O:29].[CH2:1]([c:2]1[cH:3][cH:4][cH:5][cH:6][cH:7]1)[O:8][C:9](=[O:10])[NH:11][C:12]([C:13](=[O:14])[OH:15])([CH3:16])[CH3:17].[CH3:30][N:31]1[CH2:32][CH2:33][NH:34][CH2:35][CH2:36]1.[CH3:37][OH:38].[O:39]1[CH2:40][CH2:41][CH2:42][CH2:43]1>>[CH2:1]([c:2]1[cH:3][cH:4][cH:5][cH:6][cH:7]1)[O:8][C:9](=[O:10])[NH:11][C:12]([C:13](=[O:15])[N:34]1[CH2:33][CH2:32][N:31]([CH3:30])[CH2:36][CH2:35]1)([CH3:16])[CH3:17]. Starting materials: CC(C#C/C=C/CN(C)CC=1C=C(C=O)C=CC1)(C)C (trans-3-[N-(6,6-Dimethyl-2-hepten-4-ynyl)-N-methylaminomethyl]benzaldehyde), C(CCC)[Li] (n-butyl lithium), CCCCCC (n-hexane), ice water. Reagents/catalysts: [Br-].C[P+](C1=CC=CC=C1)(C1=CC=CC=C1)C1=CC=CC=C1 (Methyl triphenylphosphonium bromide). The solvent is C1=CC=CC=C1 (benzene), C1=CC=CC=C1 (benzene). The product is CC(C#C/C=C/CN(C)CC1=CC(=CC=C1)C=C)(C)C (trans-N-(6,6-Dimethyl-2-hepten-4-ynyl)-N-methyl-(3-vinylbenzyl)amine). Yield: 42.2%. Reaction SMILES: [CH2:1]([Li])CCC.CCCCCC.[CH3:12][C:13]([CH3:31])([CH3:30])[C:14]#[C:15]/[CH:16]=[CH:17]/[CH2:18][N:19]([CH2:21][C:22]1[CH:23]=[C:24]([CH:27]=[CH:28][CH:29]=1)[CH:25]=O)[CH3:20]>[Br-].C[P+](C1C=CC=CC=1)(C1C=CC=CC=1)C1C=CC=CC=1.C1C=CC=CC=1>[CH3:12][C:13]([CH3:31])([CH3:30])[C:14]#[C:15]/[CH:16]=[CH:17]/[CH2:18][N:19]([CH2:21][C:22]1[CH:29]=[CH:28][CH:27]=[C:24]([CH:25]=[CH2:1])[CH:23]=1)[CH3:20] |f:3.4|. Reported procedure: Methyl triphenylphosphonium bromide (0.99 g; 2.78 mmol) was added to benzene (20 ml). While the mixture was stirred under nitrogen atmosphere at room temperature, n-butyl lithium in n-hexane (1.56 M: 1.8 ml; 2.78 mmol) was added dropwise. The mixture was stirred for 10 minutes, and Compound 8 (0.50 g; 1.86 mmol) in benzene (20 ml) was added dropwise thereto, followed by stirring for 3 hours at room temperature. Reaction was stopped by pouring the mixture into ice/water, followed by extraction wi... Starting materials: ClC1=CC=2C(=NN(N2)C2=C(C(=CC(=C2)C(C)(C)C)C(C)(C)C)O)C=C1 (5-chloro-(2-hydroxy-3,5-di-tert-butyl-phenyl)-2H-benzotriazole), C(CCCCCCCCCCC)S (n-dodecyl mercaptan), C([O-])([O-])=O.[K+].[K+] (potassium carbonate), [I-].[K+] (potassium iodide). Solvent: O (water), CN(C=O)C (N,N-dimethylformamide). Conditions: temperature 150 celsius. The product is C(CCCCCCCCCCC)SC1=CC=2C(=NN(N2)C2=C(C(=CC(=C2)C(C)(C)C)C(C)(C)C)O)C=C1 (5-n-Dodecylthio-2-(2-hydroxy-3,5-di-tert-butylphenyl)-2H-benzotriazole). As a reaction SMILES: Cl[C:2]1[CH:25]=[CH:24][C:5]2=[N:6][N:7]([C:9]3[CH:14]=[C:13]([C:15]([CH3:18])([CH3:17])[CH3:16])[CH:12]=[C:11]([C:19]([CH3:22])([CH3:21])[CH3:20])[C:10]=3[OH:23])[N:8]=[C:4]2[CH:3]=1.[CH2:26]([SH:38])[CH2:27][CH2:28][CH2:29][CH2:30][CH2:31][CH2:32][CH2:33][CH2:34][CH2:35][CH2:36][CH3:37].C(=O)([O-])[O-].[K+].[K+].[I-].[K+]>O.CN(C)C=O>[CH2:26]([S:38][C:2]1[CH:25]=[CH:24][C:5]2=[N:6][N:7]([C:9]3[CH:14]=[C:13]([C:15]([CH3:18])([CH3:17])[CH3:16])[CH:12]=[C:11]([C:19]([CH3:22])([CH3:21])[CH3:20])[C:10]=3[OH:23])[N:8]=[C:4]2[CH:3]=1)[CH2:27][CH2:28][CH2:29][CH2:30][CH2:31][CH2:32][CH2:33][CH2:34][CH2:35][CH2:36][CH3:37] |f:2.3.4,5.6|. Reported procedure: To a 3-liter three-necked flask equipped with stirrer, thermometer, nitrogen inlet and distillation set-up are charged 357.8 g (1 mole) of 5-chloro-(2-hydroxy-3,5-di-tert-butyl-phenyl)-2H-benzotriazole, available from CIBA-GEIGY Corp. as TINUVIN® 327, 216.8 g (1.05 mole) of n-dodecyl mercaptan and 600 mL of N,N-dimethylformamide (DMF). Then 73.9 g (0.54 moles) of potassium carbonate and 2 g of potassium iodide are added and the mixture heated for 20 hours at 150° C. under a nitrogen atmosphere. ... Reactants: C(C)(C)(C)OC(NC1(COCC1)C1=NC2=C(N1)C=CC(=C2)Cl)=O ([3-(5-Chloro-1H-benzoimidazol-2-yl)-tetrahydro-furan-3-yl]-carbamic acid tert-butyl ester), C(=O)(C(F)(F)F)O (TFA). The solvent is C(Cl)Cl (DCM). Conditions: time 2 hour. Yields the product ClC1=CC2=C(NC(=N2)C2(COCC2)N)C=C1 (3-(5-Chloro-1H-benzoimidazol-2-yl)-tetrahydro-furan-3-ylamine). As a reaction SMILES: C(OC(=O)[NH:7][C:8]1([C:13]2[NH:17][C:16]3[CH:18]=[CH:19][C:20]([Cl:22])=[CH:21][C:15]=3[N:14]=2)[CH2:12][CH2:11][O:10][CH2:9]1)(C)(C)C.C(O)(C(F)(F)F)=O>C(Cl)Cl>[Cl:22][C:20]1[CH:19]=[CH:18][C:16]2[NH:17][C:13]([C:8]3([NH2:7])[CH2:12][CH2:11][O:10][CH2:9]3)=[N:14][C:15]=2[CH:21]=1. Procedure: [3-(5-Chloro-1H-benzoimidazol-2-yl)-tetrahydro-furan-3-yl]-carbamic acid tert-butyl ester (2.09 g, 6.19 mmol) is dissolved in DCM (100 mL) and treated with TFA (10 mL). Stirring is continued for 2 h. Volatiles are evaporated under reduced pressure and the resulting residue taken up twice with ethyl ether and evaporated under reduced pressure to give 3-(5-Chloro-1H-benzoimidazol-2-yl)-tetrahydro-furan-3-ylamine as trifluoroacetic salt crude (2.2 g). Starting materials: Cl.C(C)(C)C=1C=C(C=CC1)[C@H](C)N ((S)-1-(3-isopropylphenyl)ethanamine hydrochloride), COC(C(C)(C)OC=1C=C(CN2C(=C(C3=CC(=CC=C23)C(=O)O)C)C)C=CC1)=O (1-(3-((1-methoxy-2-methyl-1-oxopropan-2-yl)oxy)benzyl)-2,3-dimethyl-1H-indole-5-carboxylic acid). The product is C(C)(C)C=1C=C(C=CC1)[C@H](C)NC(=O)C=1C=C2C(=C(N(C2=CC1)CC=1C=C(OC(C(=O)OC)(C)C)C=CC1)C)C ((S)-Methyl 2-(3-((5-((1-(3-isopropylphenyl)ethyl)carbamoyl)-2,3-dimethyl-1H-indol-1-yl)methyl)phenoxy)-2-methylpropanoate). Reaction SMILES: Cl.[CH:2]([C:5]1[CH:6]=[C:7]([C@@H:11]([NH2:13])[CH3:12])[CH:8]=[CH:9][CH:10]=1)([CH3:4])[CH3:3].[CH3:14][O:15][C:16](=[O:42])[C:17]([O:20][C:21]1[CH:22]=[C:23]([CH:39]=[CH:40][CH:41]=1)[CH2:24][N:25]1[C:33]2[C:28](=[CH:29][C:30]([C:34](O)=[O:35])=[CH:31][CH:32]=2)[C:27]([CH3:37])=[C:26]1[CH3:38])([CH3:19])[CH3:18]>>[CH:2]([C:5]1[CH:6]=[C:7]([C@@H:11]([NH:13][C:34]([C:30]2[CH:29]=[C:28]3[C:33](=[CH:32][CH:31]=2)[N:25]([CH2:24][C:23]2[CH:22]=[C:21]([CH:41]=[CH:40][CH:39]=2)[O:20][C:17]([CH3:18])([CH3:19])[C:16]([O:15][CH3:14])=[O:42])[C:26]([CH3:38])=[C:27]3[CH3:37])=[O:35])[CH3:12])[CH:8]=[CH:9][CH:10]=1)([CH3:4])[CH3:3] |f:0.1|. Procedure details: The title compound was prepared following the same protocol as described in Step 5, Example 36, using the (S)-1-(3-isopropylphenyl)ethanamine hydrochloride instead of the (S)-1-(3-cyclopropylphenyl)ethanamine hydrochloride and the 1-(3-((1-methoxy-2-methyl-1-oxopropan-2-yl)oxy)benzyl)-2,3-dimethyl-1H-indole-5-carboxylic acid instead of the 1-(4-(2-methoxy-2-oxoethoxy)benzyl)-2,3-dimethyl-1H-indole-5-carboxylic acid. Starting materials: CN(C=1C=C(COCCOCCCCCCNC[C@H](O)C2=CC3=C(OC(OC3)(C)C)C=C2)C=CC1)C ((1R)-2-{[6-(2-{[3-(dimethylamino)benzyl]oxy}ethoxy)hexyl]amino}-1-(2,2-dimethyl-4H-1,3-benzodioxin-6-yl)ethanol), C(C)(C)N(CC)C(C)C (diisopropylethylamine), ClC(=O)OCC1=CC=CC=C1 (benzyl chloroformate), C([O-])(O)=O.[Na+] (sodium bicarbonate). Run in ClCCl (dichloromethane). Conditions: time 4 hour. Product: N (ammonia), CN(C=1C=C(COCCOCCCCCCN(C(OCC2=CC=CC=C2)=O)C[C@H](O)C2=CC3=C(OC(OC3)(C)C)C=C2)C=CC1)C (Benzyl 6-(2-{[3-(dimethylamino)benzyl]oxy}ethoxy)hexyl[(2R)-2-(2,2-dimethyl-4H-1,3-benzodioxin-6-yl)-2-hydroxyethyl]carbamate). Reaction SMILES: [CH3:1][N:2]([CH3:36])[C:3]1[CH:4]=[C:5]([CH:33]=[CH:34][CH:35]=1)[CH2:6][O:7][CH2:8][CH2:9][O:10][CH2:11][CH2:12][CH2:13][CH2:14][CH2:15][CH2:16][NH:17][CH2:18][C@@H:19]([C:21]1[CH:32]=[CH:31][C:24]2[O:25][C:26]([CH3:30])([CH3:29])[O:27][CH2:28][C:23]=2[CH:22]=1)[OH:20].C(N(C(C)C)CC)(C)C.Cl[C:47]([O:49][CH2:50][C:51]1[CH:56]=[CH:55][CH:54]=[CH:53][CH:52]=1)=[O:48].C(=O)(O)[O-].[Na+]>ClCCl>[NH3:2].[CH3:36][N:2]([CH3:1])[C:3]1[CH:4]=[C:5]([CH:33]=[CH:34][CH:35]=1)[CH2:6][O:7][CH2:8][CH2:9][O:10][CH2:11][CH2:12][CH2:13][CH2:14][CH2:15][CH2:16][N:17]([CH2:18][C@@H:19]([C:21]1[CH:32]=[CH:31][C:24]2[O:25][C:26]([CH3:29])([CH3:30])[O:27][CH2:28][C:23]=2[CH:22]=1)[OH:20])[C:47](=[O:48])[O:49][CH2:50][C:51]1[CH:56]=[CH:55][CH:54]=[CH:53][CH:52]=1 |f:3.4|. Procedure: A solution of (1R)-2-{[6-(2-{[3-(dimethylamino)benzyl]oxy}ethoxy)hexyl]amino}-1-(2,2-dimethyl-4H-1,3-benzodioxin-6-yl)ethanol (200 mg) in dichloromethane (10 ml) was treated under nitrogen with diisopropylethylamine (0.09 ml) followed by benzyl chloroformate (0.099 ml) and the mixture was stirred at 20° for 4 h. Saturated sodium bicarbonate solution was added and the mixture extracted with dichloromethane. The extract was dried (Na2SO4) and the solvent evaporated in vacuo. The residue was purifi...